From a dataset of the Open Reaction Database (ORD), a public repository of structured organic reaction records. describe an organic reaction: reactants, conditions, products, and yield The reactants are NC=1SC(=C(N1)C(=O)N1[C@H]2C[C@H]2C[C@H]1CN)C1=CC(=CC=C1)F ([2-amino-5-(3-fluoro-phenyl)-thiazol-4-yl]-((1S,3S,5S)-3-aminomethyl-2-aza-bicyclo[3.1.0]hex-2-yl)-methanone), N1=CC=C(C2=CC=CC=C12)C(=O)O (quinoline-4-carboxylic acid). Yields the product NC=1SC(=C(N1)C(=O)N1[C@H]2C[C@H]2C[C@H]1CNC(=O)C1=CC=NC2=CC=CC=C12)C1=CC(=CC=C1)F (quinoline-4-carboxylic acid {(1S,3S,5S)-2-[2-amino-5-(3-fluoro-phenyl)-thiazole-4-carbonyl]-2-aza-bicyclo[3.1.0]hex-3-ylmethyl}-amide). As a reaction SMILES: [NH2:1][C:2]1[S:3][C:4]([C:17]2[CH:22]=[CH:21][CH:20]=[C:19]([F:23])[CH:18]=2)=[C:5]([C:7]([N:9]2[C@H:14]([CH2:15][NH2:16])[CH2:13][C@H:12]3[C@@H:10]2[CH2:11]3)=[O:8])[N:6]=1.[N:24]1[C:33]2[C:28](=[CH:29][CH:30]=[CH:31][CH:32]=2)[C:27]([C:34](O)=[O:35])=[CH:26][CH:25]=1>>[NH2:1][C:2]1[S:3][C:4]([C:17]2[CH:22]=[CH:21][CH:20]=[C:19]([F:23])[CH:18]=2)=[C:5]([C:7]([N:9]2[C@H:14]([CH2:15][NH:16][C:34]([C:27]3[C:28]4[C:33](=[CH:32][CH:31]=[CH:30][CH:29]=4)[N:24]=[CH:25][CH:26]=3)=[O:35])[CH2:13][C@H:12]3[C@@H:10]2[CH2:11]3)=[O:8])[N:6]=1. Procedure details: prepared by reaction of [2-amino-5-(3-fluoro-phenyl)-thiazol-4-yl]-((1S,3S,5S)-3-aminomethyl-2-aza-bicyclo[3.1.0]hex-2-yl)-methanone with quinoline-4-carboxylic acid. LC-MS (basic): tR=0.77 min; [M+H]+=488.1. RXN SMILES: [B-:7]([F:8])([F:9])([F:10])[F:11].[CH2:12]([CH3:13])[O+:14]([CH2:15][CH3:16])[CH2:17][CH3:18].[CH3:1][n:2]1[cH:3][n:4][cH:5][cH:6]1.[Cl:19][CH2:20][CH2:21][Cl:22]>>[B-:7]([F:8])([F:9])([F:10])[F:11].[CH3:1][n+:2]1[cH:3][n:4]([CH2:12][CH3:13])[cH:5][cH:6]1. The product is F[B-](F)(F)F, CCn1cc[n+](C)c1. The reactants are F[B-](F)(F)F, CC[O+](CC)CC, Cn1ccnc1, ClCCCl. The reactants are ice water, ON=C(C1=CC2=C(B(OC2(C)C)O)C=C1)Cl (N,1-dihydroxy-3,3-dimethyl-1,3-dihydrobenzo[c][1,2]oxaborole-5-carbimidoyl chloride), ClC1=CC(=CC(=C1)C(=C)C(C(F)(F)F)(F)F)Cl (1,3-dichloro-5-(3,3,4,4,4-pentafluorobut-1-en-2-yl)benzene), TEA. Run in CN(C)C=O (DMF). Conditions: time 18 hour. The product is ClC=1C=C(C=C(C1)Cl)C1(CC(=NO1)C1=CC2=C(B(OC2(C)C)O)C=C1)C(C(F)(F)F)(F)F (5-(5-(3,5-dichlorophenyl)-5-(perfluoroethyl)-4,5-dihydroisoxazol-3-yl)-3,3-dimethylbenzo[c][1,2]oxaborol-1(3H)-ol). Yield: 23.1%. As a reaction SMILES: [OH:1][N:2]=[C:3](Cl)[C:4]1[CH:15]=[CH:14][C:7]2[B:8]([OH:13])[O:9][C:10]([CH3:12])([CH3:11])[C:6]=2[CH:5]=1.[Cl:17][C:18]1[CH:23]=[C:22]([C:24]([C:26]([F:32])([F:31])[C:27]([F:30])([F:29])[F:28])=[CH2:25])[CH:21]=[C:20]([Cl:33])[CH:19]=1>CN(C=O)C>[Cl:17][C:18]1[CH:23]=[C:22]([C:24]2([C:26]([F:32])([F:31])[C:27]([F:28])([F:29])[F:30])[O:1][N:2]=[C:3]([C:4]3[CH:15]=[CH:14][C:7]4[B:8]([OH:13])[O:9][C:10]([CH3:12])([CH3:11])[C:6]=4[CH:5]=3)[CH2:25]2)[CH:21]=[C:20]([Cl:33])[CH:19]=1. Procedure: To a solution of N,1-dihydroxy-3,3-dimethyl-1,3-dihydrobenzo[c][1,2]oxaborole-5-carbimidoyl chloride (378 mg, 1.58 mmol) and 1,3-dichloro-5-(3,3,4,4,4-pentafluorobut-1-en-2-yl)benzene (506 mg, 1.74 mmol) in DMF (5 mL) at rt was added TEA (176 mg, 1.74 mmol). The reaction mixture was stirred at rt for 18 h, poured into ice-water and extracted with EA (20 mL). The organic layer was washed with brine, dried over Na2SO4, filtered and concentrated under reduced pressure. The residue was purified by c... Starting materials: COC=1C=C(N)C=CC1N1C=NC(=C1)C (3-methoxy-4-(4-methyl-1H-imidazol-1-yl)aniline), ClC1=NC(=CC(=N1)NCC1CC1)COCC(F)(F)F (2-chloro-N-(cyclopropylmethyl)-6-((2,2,2-trifluoroethoxy)methyl)pyrimidin-4-amine), C([O-])([O-])=O.[Cs+].[Cs+] (cesium carbonate), C1(CCCCC1)P(C1=C(C=CC=C1)C1=CC=CC=C1)C1CCCCC1 (2-(dicyclohexylphosphino)biphenyl). Reagents/catalysts: C(C)(=O)[O-].[Pd+2].C(C)(=O)[O-] (palladium(II) acetate). The solvent is O1CCOCC1 (dioxane). Run at temperature 120 celsius. Yields the product C1(CC1)CNC1=NC(=NC(=C1)COCC(F)(F)F)NC1=CC(=C(C=C1)N1C=NC(=C1)C)OC (N4-(Cyclopropylmethyl)-N2-(3-methoxy-4-(4-methyl-1H-imidazol-1-yl)phenyl)-6-((2,2,2-trifluoroethoxy)methyl)pyrimidine-2,4-diamine). Reaction SMILES: [CH3:1][O:2][C:3]1[CH:4]=[C:5]([CH:7]=[CH:8][C:9]=1[N:10]1[CH:14]=[C:13]([CH3:15])[N:12]=[CH:11]1)[NH2:6].Cl[C:17]1[N:22]=[C:21]([NH:23][CH2:24][CH:25]2[CH2:27][CH2:26]2)[CH:20]=[C:19]([CH2:28][O:29][CH2:30][C:31]([F:34])([F:33])[F:32])[N:18]=1.C(=O)([O-])[O-].[Cs+].[Cs+].C1(P(C2CCCCC2)C2C=CC=CC=2C2C=CC=CC=2)CCCCC1>O1CCOCC1.C([O-])(=O)C.[Pd+2].C([O-])(=O)C>[CH:25]1([CH2:24][NH:23][C:21]2[CH:20]=[C:19]([CH2:28][O:29][CH2:30][C:31]([F:33])([F:34])[F:32])[N:18]=[C:17]([NH:6][C:5]3[CH:7]=[CH:8][C:9]([N:10]4[CH:14]=[C:13]([CH3:15])[N:12]=[CH:11]4)=[C:3]([O:2][CH3:1])[CH:4]=3)[N:22]=2)[CH2:27][CH2:26]1 |f:2.3.4,7.8.9|. Procedure: A mixture of 3-methoxy-4-(4-methyl-1H-imidazol-1-yl)aniline (99 mg, 0.49 mmol), 2-chloro-N-(cyclopropylmethyl)-6-((2,2,2-trifluoroethoxy)methyl)pyrimidin-4-amine (72 mg, 0.24 mmol), cesium carbonate (159 mg, 0.49 mmol), palladium(II) acetate (8.20 mg, 0.04 mmol) and 2-(dicyclohexylphosphino)biphenyl (12.80 mg, 0.04 mmol) in dioxane (1.5 mL) was heated at 120° C. by microwave irradiation under nitrogen atmosphere for 90 minutes. The mixture was filtered through diatomeous earth, the pad was elute... The reactants are COC(CC(=O)NC1=CC=C(C=C1)OCC1=CC=C(C=C1)F)=O (N-[4-(4-fluoro-benzyloxy)-phenyl]-malonamic acid methyl ester), [OH-].[NH4+] (ammonium hydroxide). The product is FC1=CC=C(COC2=CC=C(C=C2)NC(CC(=O)N)=O)C=C1 (N-[4-(4-Fluoro-benzyloxy)-phenyl]-malonamide). Yield: 80.0%. As a reaction SMILES: C[O:2][C:3](=O)[CH2:4][C:5]([NH:7][C:8]1[CH:13]=[CH:12][C:11]([O:14][CH2:15][C:16]2[CH:21]=[CH:20][C:19]([F:22])=[CH:18][CH:17]=2)=[CH:10][CH:9]=1)=[O:6].[OH-].[NH4+:25]>>[F:22][C:19]1[CH:20]=[CH:21][C:16]([CH2:15][O:14][C:11]2[CH:12]=[CH:13][C:8]([NH:7][C:5](=[O:6])[CH2:4][C:3]([NH2:25])=[O:2])=[CH:9][CH:10]=2)=[CH:17][CH:18]=1 |f:1.2|. Reported procedure: The title compound is prepared in analogy to example 3 from N-[4-(4-fluoro-benzyloxy)-phenyl]-malonamic acid methyl ester and ammonium hydroxide. Yield: 80%. Colorless solid. MS: m/e=303.2 (M++H). Reactants: CN(C(C1=CC(=CC=C1)C1=NN(C2=NC=C(C=C21)C2=CC(=CC=C2)C(=O)N2CCOCC2)COCC[Si](C)(C)C)=O)C (N,N-dimethyl-3-(5-(3-(morpholine-4-carbonyl)phenyl)-1-((2-(trimethylsilyl)ethoxy)methyl)-1H-pyrazolo[3,4-b]pyridin-3-yl)benzamide), C([O-])(O)=O.[Na+] (sodium bicarbonate). Run in Cl(=O)(=O)(=O)O (perchloric acid), C(C)(=O)O (acetic acid). Run at time 24 hour. The product is CN(C(C1=CC(=CC=C1)C1=NNC2=NC=C(C=C21)C2=CC(=CC=C2)C(=O)N2CCOCC2)=O)C (N,N-dimethyl-3-(5-(3-(morpholine-4-carbonyl)phenyl)-1H-pyrazolo[3,4-b]pyridin-3-yl)benzamide). Yield: 18.0%. RXN SMILES: [CH3:1][N:2]([CH3:42])[C:3](=[O:41])[C:4]1[CH:9]=[CH:8][CH:7]=[C:6]([C:10]2[C:18]3[C:13](=[N:14][CH:15]=[C:16]([C:19]4[CH:24]=[CH:23][CH:22]=[C:21]([C:25]([N:27]5[CH2:32][CH2:31][O:30][CH2:29][CH2:28]5)=[O:26])[CH:20]=4)[CH:17]=3)[N:12](COCC[Si](C)(C)C)[N:11]=2)[CH:5]=1.C(=O)(O)[O-].[Na+]>Cl(O)(=O)(=O)=O.C(O)(=O)C>[CH3:1][N:2]([CH3:42])[C:3](=[O:41])[C:4]1[CH:9]=[CH:8][CH:7]=[C:6]([C:10]2[C:18]3[C:13](=[N:14][CH:15]=[C:16]([C:19]4[CH:24]=[CH:23][CH:22]=[C:21]([C:25]([N:27]5[CH2:28][CH2:29][O:30][CH2:31][CH2:32]5)=[O:26])[CH:20]=4)[CH:17]=3)[NH:12][N:11]=2)[CH:5]=1 |f:1.2|. Procedure details: A solution of N,N-dimethyl-3-(5-(3-(morpholine-4-carbonyl)phenyl)-1-((2-(trimethylsilyl)ethoxy)methyl)-1H-pyrazolo[3,4-b]pyridin-3-yl)benzamide in 5% of perchloric acid in acetic acid (1 mL) was stirred for 1 h at room temperature. Saturated sodium bicarbonate solution was then added to the solution slowly until pH ˜8 and the mixture was stirred for 24 hours at room temperature. Ethyl acetate was then used for extraction and the organic layers were combined, dried over sodium sulfate, filtered a...